This data is from the Open Reaction Database (ORD), a public repository of structured organic reaction records. The task is: describe an organic reaction: reactants, conditions, products, and yield Reactants: CN(CC(=O)OCC)C (ethyl N,N-dimethylglycinate), CN(CCO)C (N,N-dimethylethanolamine), C(CCC)[Sn](CCCC)=O (dibutyltin oxide). Conditions: temperature 130 celsius. The product is CN(C)CC(=O)OCCN(C)C (2-(N,N-dimethylamino)ethyl N,N-dimethylaminoacetate). RXN SMILES: [CH3:1][N:2]([CH3:9])[CH2:3][C:4]([O:6][CH2:7][CH3:8])=[O:5].[CH3:10][N:11](C)[CH2:12]CO.C([Sn](=O)CCCC)CCC>>[CH3:1][N:2]([CH2:3][C:4]([O:6][CH2:7][CH2:8][N:11]([CH3:12])[CH3:10])=[O:5])[CH3:9]. Procedure details: A mixture of 65.5 g (0.5 mol) of ethyl N,N-dimethylglycinate, 44.6 g (0.5 mol) of N,N-dimethylethanolamine and 0.82 g of dibutyltin oxide was heated at about 130° C. The ethanol by-product was collected in a Dean-Stark trap. When the rate of ethanol evolution and amount of ethanol collected showed that the reaction was essentially complete, the reaction was heated at about 180° C. until ethanol evolution ceased. The liquid product was purified by distillation at reduced pressure to provide 2-(N,... Starting materials: Ice water, ClC=1C=C2C=C(NC2=CC1)CO ((5-chloro-1H-indol-2-yl)-methanol), Ce2CO3, CS(=O)(=O)C=C (methanesulfonyl-ethene). The solvent is CN(C)C=O (DMF). Run at time 8 hour. Product: ClC=1C=C2C=C(N(C2=CC1)CCS(=O)(=O)C)CO ([5-chloro-1-(2-methanesulfonyl-ethyl)-1H-indol-2-yl]-methanol). Isolated yield 34.8%. Reaction SMILES: [Cl:1][C:2]1[CH:3]=[C:4]2[C:8](=[CH:9][CH:10]=1)[NH:7][C:6]([CH2:11][OH:12])=[CH:5]2.[CH3:13][S:14]([CH:17]=[CH2:18])(=[O:16])=[O:15]>CN(C=O)C>[Cl:1][C:2]1[CH:3]=[C:4]2[C:8](=[CH:9][CH:10]=1)[N:7]([CH2:18][CH2:17][S:14]([CH3:13])(=[O:16])=[O:15])[C:6]([CH2:11][OH:12])=[CH:5]2. Procedure: To a solution of (5-chloro-1H-indol-2-yl)-methanol (3.6 g, 0.02 mol), Ce2CO3 (13 g, 0.04 mol) in 100 mL of DMF which was cooled to 0° C., was added methanesulfonyl-ethene (2.1 g, 0.02 mol) in portions. The reaction mixture was stirred at a temperature between 30° C. and 50° C. overnight. Ice-water was then added to the mixture, the precipitate was filtered and dried to give [5-chloro-1-(2-methanesulfonyl-ethyl)-1H-indol-2-yl]-methanol (2 g, yield: 34.7%). Reactants: [Na] (Sodium), C(C)(=O)NC(C(=O)OCC)C(=O)OCC (diethyl acetamidomalonate), C(\C=C\CCC)=O (trans-2-hexenal). Run in C(C)O (ethanol). Run at temperature 0 celsius, time 3 hour. The product is C(C)(=O)N1C(C(CC1O)CCC)(C(=O)OCC)C(=O)OCC (Diethyl 1-Acetyl-5-hydroxy-3-n-propylpyrrolidine-2,2-dicarboxylate). Isolated yield 92.5%. RXN SMILES: [Na].[C:2]([NH:5][CH:6]([C:12]([O:14][CH2:15][CH3:16])=[O:13])[C:7]([O:9][CH2:10][CH3:11])=[O:8])(=[O:4])[CH3:3].[CH:17](=[O:23])/[CH:18]=[CH:19]/[CH2:20][CH2:21][CH3:22]>C(O)C>[C:2]([N:5]1[CH:17]([OH:23])[CH2:18][CH:19]([CH2:20][CH2:21][CH3:22])[C:6]1([C:12]([O:14][CH2:15][CH3:16])=[O:13])[C:7]([O:9][CH2:10][CH3:11])=[O:8])(=[O:4])[CH3:3] |^1:0|. Reported procedure: Sodium metal (3.48 g, 0.15 mol) was dissolved in a stirred solution of diethyl acetamidomalonate (201.6 g, 0.93 mol) in anhydrous ethanol (1200 mL) at room temperature under nitrogen. The reaction mixture was cooled to 0° C. and trans-2-hexenal (100.0 g, 1.02 mol) was then added dropwise. The resulting mixture was allowed to warm to room temperature. After stirring for 3 hours at 23° C., the reaction was quenched with 24 mL of acetic acid. The solution was concentrated in vacuo and the resulting... As a reaction SMILES: [C:1]([Si:2]([CH3:3])([CH3:4])[O:6][CH2:7][CH2:8][O:9][CH2:10][CH:11]([C:12](=[O:13])[NH:14][c:15]1[n:16][cH:17][c:18]([Cl:21])[cH:19][cH:20]1)[O:22][c:23]1[n:24][cH:25][n:26][c:27]2[c:28]1[cH:29][n:30][n:31]2-[c:32]1[c:33]([Cl:38])[cH:34][cH:35][cH:36][cH:37]1)([CH3:5])([CH3:39])[CH3:40].[CH3:41][S:42]([CH3:43])=[O:44]>>[OH:6][CH2:7][CH2:8][O:9][CH2:10][CH:11]([C:12](=[O:13])[NH:14][c:15]1[n:16][cH:17][c:18]([Cl:21])[cH:19][cH:20]1)[O:22][c:23]1[n:24][cH:25][n:26][c:27]2[c:28]1[cH:29][n:30][n:31]2-[c:32]1[c:33]([Cl:38])[cH:34][cH:35][cH:36][cH:37]1. Yields the product O=C(Nc1ccc(Cl)cn1)C(COCCO)Oc1ncnc2c1cnn2-c1ccccc1Cl. Reactants: CC(C)(C)[Si](C)(C)OCCOCC(Oc1ncnc2c1cnn2-c1ccccc1Cl)C(=O)Nc1ccc(Cl)cn1, CS(C)=O. Reactants: FC=1C=C(C=CC1[N+](=O)[O-])O (3-fluoro-4-nitrophenol), C(CC)O (1-propanol), C1(=CC=CC=C1)P(C1=CC=CC=C1)C1=CC=CC=C1 (triphenylphosphine), CC(C)OC(=O)/N=N/C(=O)OC(C)C (DIAD). Run in C(Cl)Cl (CH2Cl2). Product: FC1=C(C=CC(=C1)OCCC)[N+](=O)[O-] (2-Fluoro-4-propoxynitrobenzene). As a reaction SMILES: [F:1][C:2]1[CH:3]=[C:4]([OH:11])[CH:5]=[CH:6][C:7]=1[N+:8]([O-:10])=[O:9].[CH2:12](O)[CH2:13][CH3:14].C1(P(C2C=CC=CC=2)C2C=CC=CC=2)C=CC=CC=1.CC(OC(/N=N/C(OC(C)C)=O)=O)C>C(Cl)Cl>[F:1][C:2]1[CH:3]=[C:4]([O:11][CH2:12][CH2:13][CH3:14])[CH:5]=[CH:6][C:7]=1[N+:8]([O-:10])=[O:9]. Reported procedure: To a solution of the 3-fluoro-4-nitrophenol (32 mmol, 5.0 g), 1-propanol (48 mmol, 3.9 mL), and triphenylphosphine (64 mmol, 16.8 g) in CH2Cl2 (160 mL) at 0° C. was added DIAD (64 mmol, 12 mg). The reaction mixture was concentrated in vacuo. The product was isolated by flash chromatography on silica eluting with 5% EtOAc in hexanes. H1 NMR (500 MHz, CDCl3): δ 8.13 (t, J=8.7 Hz, 1H), 6.81-6.75 (m, 2H), 4.05 (d, J=6.4 Hz, 2H), 1.90 (m, 2H), 1.10 (t, J=7.3 Hz, 3H). The reactants are OC1=C(C#N)C=C(C=C1)[N+](=O)[O-] (2-hydroxy-5-nitro-benzonitrile). Reagents/catalysts: [Pd] (Pd/C). Run in CCOC(=O)C (EtOAc). Conditions: time 1.5 hour. Product: NC=1C=CC(=C(C#N)C1)O (5-amino-2-hydroxy-benzonitrile). RXN SMILES: [OH:1][C:2]1[CH:9]=[CH:8][C:7]([N+:10]([O-])=O)=[CH:6][C:3]=1[C:4]#[N:5]>CCOC(C)=O.[Pd]>[NH2:10][C:7]1[CH:8]=[CH:9][C:2]([OH:1])=[C:3]([CH:6]=1)[C:4]#[N:5]. Procedure details: 4.50 g (27.00 mmol) of 2-hydroxy-5-nitro-benzonitrile was added to a suspension of 0.45 g Pd/C (10%) in 45 mL EtOAc and the mixture was hydrogenated for 1.5 hours under 3 bar H2atmosphere. The catalyst was filtered off and the residue dried i. vac. Reaction conditions: time 30 minute. Run in CN(C=O)C (N, N-dimethylforamide). Yields the product NC1=NC=C(C2=C1C(=CS2)C2=CC(=C(C=C2)NC(=O)C=2N(C1=CC=CC=C1C2)C)OC)CCCO (N-{4-[4-amino-7-(3-hydroxypropyl)thieno[3,2-c]pyridin-3-yl]-2-methoxyphenyl}-1-methyl-1H-indole-2-carboxamide). Reported procedure: N-(4-{4-Amino-7-[(1E)-3-hydroxyprop-1-enyl]thieno[3,2-c]pyridin-3-yl}-2-methoxyphenyl)-1-methyl-1H-indole-2-carboxamide (110 mg, 0.228 mmol), methanol (2 mL) and N, N-dimethylforamide (2 mL) was added sodium borohydride (26.9 mg, 0.684 mmol) under an atmosphere of nitrogen. Mixture stirred for 30 minutes at room temperature after which it was treated with 1M sodium carbonate (5 mL) and extracted with dichloromethane (3×5 mL). The organic layer was separated, dried over magnesium sulfate, and fil... Reactants: C([O-])([O-])=O.[Na+].[Na+] (sodium carbonate), NC1=NC=C(C2=C1C(=CS2)C2=CC(=C(C=C2)NC(=O)C=2N(C1=CC=CC=C1C2)C)OC)\C=C\CO (N-(4-{4-Amino-7-[(1E)-3-hydroxyprop-1-enyl]thieno[3,2-c]pyridin-3-yl}-2-methoxyphenyl)-1-methyl-1H-indole-2-carboxamide), CO (methanol), [BH4-].[Na+] (sodium borohydride). As a reaction SMILES: [NH2:1][C:2]1[C:7]2[C:8]([C:11]3[CH:16]=[CH:15][C:14]([NH:17][C:18]([C:20]4[N:21]([CH3:29])[C:22]5[C:27]([CH:28]=4)=[CH:26][CH:25]=[CH:24][CH:23]=5)=[O:19])=[C:13]([O:30][CH3:31])[CH:12]=3)=[CH:9][S:10][C:6]=2[C:5](/[CH:32]=[CH:33]/[CH2:34][OH:35])=[CH:4][N:3]=1.CO.[BH4-].[Na+].C(=O)([O-])[O-].[Na+].[Na+]>CN(C)C=O>[NH2:1][C:2]1[C:7]2[C:8]([C:11]3[CH:16]=[CH:15][C:14]([NH:17][C:18]([C:20]4[N:21]([CH3:29])[C:22]5[C:27]([CH:28]=4)=[CH:26][CH:25]=[CH:24][CH:23]=5)=[O:19])=[C:13]([O:30][CH3:31])[CH:12]=3)=[CH:9][S:10][C:6]=2[C:5]([CH2:32][CH2:33][CH2:34][OH:35])=[CH:4][N:3]=1 |f:2.3,4.5.6|. The yield is 19.0%.